From a dataset of the Open Reaction Database (ORD), a public repository of structured organic reaction records. describe an organic reaction: reactants, conditions, products, and yield Starting materials: Cl.C1(=CC=C(C=C1)NN)C (p-tolylhydrazine hydrochloride), C(C)OC(CCCNC)OCC (4,4-diethoxy-N-methylbutan-1-amine), CC=1C=C2C(=CN(C2=CC1)CC(=O)OCC)CCNC (ethyl 2-(5-methyl-3-(2-(methylamino)ethyl)-1H-indol-1-yl)acetate), CC=1C=C2C3=C(N(C2=CC1)CC(=O)O)CN(CC3)C (2-(6-methyl-1,2,3,4-tetrahydro-2-methylpyrido[3,4-b]indol-9-yl)acetic acid), CCN=C=NCCCN(C)C (EDCI), C(=O)(C(F)(F)F)O (TFA), BrCC(=O)OCC (ethyl bromoacetate), CC1=CC=C(C=C1)N(N)CC(=O)OCC (ethyl 2-(1-(4-methylphenyl)hydrazinyl)acetate), C=O (formaldehyde). Run in C(C)N(CC)CC (triethylamine), C(C)#N (acetonitrile), [OH-].[Na+] (NaOH), CC(CCO)C (3-methylbutan-1-ol), CC=1C=C2C3=C(N(C2=CC1)CC(=O)OCC)CN(CC3)C (ethyl 2-(6-methyl-1,2,3,4-tetrahydro-2-methylpyrido[3,4-b]indol-9-yl)acetate). Product: CN1CC=2N(C3=CC=C(C=C3C2CC1)C)CC(=O)OCCC(C)C (isopentyl 2-(1,2,3,4-tetrahydro-2,6-dimethylpyrido[3,4-b]indol-9-yl)acetate). RXN SMILES: Cl.[C:2]1([CH3:10])[CH:7]=[CH:6][C:5]([NH:8]N)=[CH:4][CH:3]=1.Br[CH2:12][C:13]([O:15][CH2:16][CH3:17])=[O:14].C[C:19]1[CH:24]=[CH:23][C:22]([N:25]([CH2:27]C(OCC)=O)N)=C[CH:20]=1.C(O[CH:36](OCC)[CH2:37][CH2:38]CNC)C.CC1C=C2C(=CC=1)N(CC(OCC)=O)C=C2CCNC.C=O.C(O)(C(F)(F)F)=O.CC1C=C2C(=CC=1)N(CC(O)=O)C1CN(C)CCC2=1.CCN=C=NCCCN(C)C>C(#N)C.CC1C=C2C(=CC=1)N(CC(OCC)=O)C1CN(C)CCC2=1.[OH-].[Na+].CC(C)CCO.C(N(CC)CC)C>[CH3:27][N:25]1[CH2:20][CH2:19][C:24]2[C:6]3[C:5](=[CH:4][CH:3]=[C:2]([CH3:10])[CH:7]=3)[N:8]([CH2:12][C:13]([O:15][CH2:16][CH2:17][CH:37]([CH3:38])[CH3:36])=[O:14])[C:23]=2[CH2:22]1 |f:0.1,12.13|. Procedure: The title compound is prepared by following General Methods 1, 3, 4, 5 and 6 by using p-tolylhydrazine hydrochloride, ethyl bromoacetate, and triethylamine (General Method 1), ethyl 2-(1-(4-methylphenyl)hydrazinyl)acetate and 4,4-diethoxy-N-methylbutan-1-amine (General Method 3), ethyl 2-(5-methyl-3-(2-(methylamino)ethyl)-1H-indol-1-yl)acetate, formaldehyde and TFA in acetonitrile (General Method 4), ethyl 2-(6-methyl-1,2,3,4-tetrahydro-2-methylpyrido[3,4-b]indol-9-yl)acetate and NaOH (General M... Starting materials: CC(C(=O)O)(C(=O)O)CCCC#C (2-methyl-2-(pent-4-ynyl)malonic acid), cuprous oxide. The solvent is C(C)#N (acetonitrile). Yields the product CC(C(=O)O)CCCC#C (2-Methylhept-6-ynoic acid). Yield: 83.0%. RXN SMILES: [CH3:1][C:2]([CH2:9][CH2:10][CH2:11][C:12]#[CH:13])(C(O)=O)[C:3]([OH:5])=[O:4]>C(#N)C>[CH3:1][CH:2]([CH2:9][CH2:10][CH2:11][C:12]#[CH:13])[C:3]([OH:5])=[O:4]. Procedure details: A mixture of 2-methyl-2-(pent-4-ynyl)malonic acid (5.7 g) and cuprous oxide (0.22 g) in acetonitrile (150 ml) was heated to reflux, under a nitrogen atmosphere, for 4.25 hours. The solvent was removed under reduced pressure and water (50 ml) was added to the residue followed by sufficient concentrated hydrochloric acid to hydrolyse the copper salts. The resulting aqueous phase was extracted with diethyl ether and the organic extracts were washed with water and brine before drying over anhydrous ...